Dataset: the Open Reaction Database (ORD), a public repository of structured organic reaction records. Task: describe an organic reaction: reactants, conditions, products, and yield As a reaction SMILES: [CH3:37][C:38]#[N:39].[Cl:23][CH2:24][CH2:25][CH2:26][O:27][c:28]1[c:29]2[cH:30][cH:31][nH:32][c:33]2[cH:34][cH:35][cH:36]1.[F:1][c:2]1[cH:3][c:4]2[c:5]([c:6]([CH:9]3[CH2:10][CH2:11][NH:12][CH2:13][CH2:14]3)[n:7][o:8]2)[cH:15][cH:16]1.[K+:17].[K+:18].[O-:19][C:20]([O-:21])=[O:22].[OH2:40]>>[F:1][c:2]1[cH:3][c:4]2[c:5]([c:6]([CH:9]3[CH2:10][CH2:11][N:12]([CH2:24][CH2:25][CH2:26][O:27][c:28]4[c:29]5[cH:30][cH:31][nH:32][c:33]5[cH:34][cH:35][cH:36]4)[CH2:13][CH2:14]3)[n:7][o:8]2)[cH:15][cH:16]1. Yields the product Fc1ccc2c(C3CCN(CCCOc4cccc5[nH]ccc45)CC3)noc2c1. The reactants are CC#N, ClCCCOc1cccc2[nH]ccc12, Fc1ccc2c(C3CCNCC3)noc2c1, [K+], [K+], O=C([O-])[O-], O. The reactants are C(C1=CC=CC=C1)ONC(CCCCCCCBr)=O (8-bromo-octanoic acid benzyloxy-amide), OC1=CC=CC=2NC3=CC=CC=C3C12 (4-hydroxycarbazol), C([O-])([O-])=O.[K+].[K+] (potassium carbonate). The solvent is CN(C=O)C (dimethyl formamide). Product: C(C1=CC=CC=C1)ONC(CCCCCCCOC1=CC=CC=2NC3=CC=CC=C3C12)=O (8-(9H-carbazol-4-yloxy)-octanoic acid benzyloxyamide). RXN SMILES: [CH2:1]([O:8][NH:9][C:10](=[O:19])[CH2:11][CH2:12][CH2:13][CH2:14][CH2:15][CH2:16][CH2:17]Br)[C:2]1[CH:7]=[CH:6][CH:5]=[CH:4][CH:3]=1.[OH:20][C:21]1[C:33]2[C:32]3[C:27](=[CH:28][CH:29]=[CH:30][CH:31]=3)[NH:26][C:25]=2[CH:24]=[CH:23][CH:22]=1.C(=O)([O-])[O-].[K+].[K+]>CN(C)C=O>[CH2:1]([O:8][NH:9][C:10](=[O:19])[CH2:11][CH2:12][CH2:13][CH2:14][CH2:15][CH2:16][CH2:17][O:20][C:21]1[C:33]2[C:32]3[C:27](=[CH:28][CH:29]=[CH:30][CH:31]=3)[NH:26][C:25]=2[CH:24]=[CH:23][CH:22]=1)[C:2]1[CH:7]=[CH:6][CH:5]=[CH:4][CH:3]=1 |f:2.3.4|. Procedure: In a manner analogous to that of example 1(b), 8-bromo-octanoic acid benzyloxy-amide (example 1(a); 0.54 g, 1.6 mmol) was reacted with 4-hydroxycarbazol (0.3 g, 1.6 mmol) in the presence of potassium carbonate (0.23 g, 1.6 mmol) in dimethyl formamide to give 8-(9H-carbazol-4-yloxy)-octanoic acid benzyloxyamide as an almost colorless oil (yield 0.3 g, 42%; purified by column chromatography using silica gel and ethyl acetate: heptane 4: 6 as eluent). MS (M−H+)=429. Starting materials: COCc1ccc(C(C)N2CCC(CCCO[Si](C)(C)C(C)(C)C)(c3ccccc3)OC2=O)cc1, CCCC[N+](CCCC)(CCCC)CCCC, CCOC(C)=O, [F-]. The product is COCc1ccc(C(C)N2CCC(CCCO)(c3ccccc3)OC2=O)cc1. RXN SMILES: [C:1]([Si:2]([CH3:3])([CH3:4])[O:6][CH2:7][CH2:8][CH2:9][C:10]1([c:28]2[cH:29][cH:30][cH:31][cH:32][cH:33]2)[CH2:11][CH2:12][N:13]([CH:17]([CH3:18])[c:19]2[cH:20][cH:21][c:22]([CH2:25][O:26][CH3:27])[cH:23][cH:24]2)[C:14](=[O:16])[O:15]1)([CH3:5])([CH3:34])[CH3:35].[CH2:37]([N+:38]([CH2:39][CH2:40][CH2:41][CH3:42])([CH2:43][CH2:44][CH2:45][CH3:46])[CH2:47][CH2:48][CH2:49][CH3:50])[CH2:51][CH2:52][CH3:53].[CH3:54][CH2:55][O:56][C:57]([CH3:58])=[O:59].[F-:36]>>[OH:6][CH2:7][CH2:8][CH2:9][C:10]1([c:28]2[cH:29][cH:30][cH:31][cH:32][cH:33]2)[CH2:11][CH2:12][N:13]([CH:17]([CH3:18])[c:19]2[cH:20][cH:21][c:22]([CH2:25][O:26][CH3:27])[cH:23][cH:24]2)[C:14](=[O:16])[O:15]1. Starting materials: CSC1=C(C=NO)C=CC=C1 (2-(methylthio)benzaldehyde oxime), S1N=CC2=C1C=CC=C2 (1,2-benzisothiazole), S(=O)(Cl)Cl (thionyl chloride), ClCl (chlorine). Run in ClC1=CC=CC=C1 (monochlorobenzene). Product: ClC1=NSC2=C1C=CC=C2 (3-chloro-1,2-benzisothiazole). Yield: 96.1%. As a reaction SMILES: C[S:2][C:3]1[CH:11]=[CH:10][CH:9]=[CH:8][C:4]=1[CH:5]=[N:6]O.S(Cl)([Cl:14])=O.ClCl.S1C2C=CC=CC=2C=N1>ClC1C=CC=CC=1>[Cl:14][C:5]1[C:4]2[CH:8]=[CH:9][CH:10]=[CH:11][C:3]=2[S:2][N:6]=1. Procedure details: In a 300 ml four-necked flask equipped with a stirrer, a thermometer, and a condenser, 100 g of monochlorobenzene was placed in advance, to which 33.4 g (0.2 mol) of 2-(methylthio)benzaldehyde oxime was added under nitrogen atmosphere. 25.2 g (0.21 mol) Of thionyl chloride was added dropwise thereto while stirring at a temperature of from -10° to -15° C. and allowed to react for 1 hour at the same temperature. After the termination of the reaction, 15.6 g (0.22 mol) of chlorine was continuously ... Starting materials: [Al+3], C1CCOC1, CCOc1ccc(CCC=O)c(F)c1F, CCOC(C)=O, [H-], [H-], [H-], [H-], [Li+], N. Product: CCOc1ccc(CCCO)c(F)c1F. RXN SMILES: [Al+3:2].[CH2:29]1[O:30][CH2:31][CH2:32][CH2:33]1.[CH2:7]([CH3:8])[O:9][c:10]1[c:11]([F:21])[c:12]([F:20])[c:13]([CH2:16][CH2:17][CH:18]=[O:19])[cH:14][cH:15]1.[CH3:22][CH2:23][O:24][C:25](=[O:26])[CH3:27].[H-:1].[H-:4].[H-:5].[H-:6].[Li+:3].[NH3:28]>>[CH2:7]([CH3:8])[O:9][c:10]1[c:11]([F:21])[c:12]([F:20])[c:13]([CH2:16][CH2:17][CH2:18][OH:19])[cH:14][cH:15]1. Reactants: COC(=O)c1ccn2cncc2c1Nc1ccc(I)cc1F, CCN=C=NCCCN(C)C, CCOC(C)=O, C=COCCON, [Na+], [OH-], On1nnc2ccccc21. Product: C=COCCONC(=O)c1ccn2cncc2c1Nc1ccc(I)cc1F. RXN SMILES: [CH3:1][O:2][C:3](=[O:4])[c:5]1[c:6]([NH:14][c:15]2[c:16]([F:22])[cH:17][c:18]([I:21])[cH:19][cH:20]2)[c:7]2[n:8]([cH:9][cH:10]1)[cH:11][n:12][cH:13]2.[CH3:32][CH2:33][N:34]=[C:35]=[N:36][CH2:37][CH2:38][CH2:39][N:40]([CH3:41])[CH3:42].[CH3:53][CH2:54][O:55][C:56](=[O:57])[CH3:58].[CH:25](=[CH2:26])[O:27][CH2:28][CH2:29][O:30][NH2:31].[Na+:24].[OH-:23].[OH:43][n:44]1[c:45]2[c:46]([cH:47][cH:48][cH:49][cH:50]2)[n:51][n:52]1>>[C:3](=[O:4])([c:5]1[c:6]([NH:14][c:15]2[c:16]([F:22])[cH:17][c:18]([I:21])[cH:19][cH:20]2)[c:7]2[n:8]([cH:9][cH:10]1)[cH:11][n:12][cH:13]2)[NH:31][O:30][CH2:29][CH2:28][O:27][CH:25]=[CH2:26]. Reported procedure: 712 mg (2.21 mmol) of (2R)-methyl-3-oxo-6-(2,2,3,3,3,-pentafluoropropylimino-methyl-3,4-dihydro-2H-1,4-benzoxazine is dissolved in 30 ml of methanol and mixed with 83.6 mg (2.21 mmol) of sodium borohydride. After stirring overnight at room temperature, the batch is added to water and shaken three times with ethyl acetate. The combined organic phases are washed with saturated sodium chloride solution, dried and spun in. After chromatography on silica gel (mobile solvent: ethyl acetate/hexane), 39... Yield: 55.0%. RXN SMILES: [F:1][C:2]([F:20])([C:16]([F:19])([F:18])[F:17])[CH2:3][N:4]=[C:5]1NC2C=CC=CC=2O[CH:6]1[CH3:15].[BH4-].[Na+].[OH2:23].[C:24]([O:27][CH2:28][CH3:29])(=O)[CH3:25]>CO>[CH3:25][C@@H:24]1[C:5](=[O:23])[NH:4][C:3]2[CH:2]=[C:6]([CH2:5][NH:4][CH2:3][C:2]([F:1])([F:20])[C:16]([F:17])([F:18])[F:19])[CH:15]=[CH:29][C:28]=2[O:27]1 |f:1.2|. Solvent: CO (methanol). The product is C[C@H]1OC2=C(NC1=O)C=C(C=C2)CNCC(C(F)(F)F)(F)F ((2R)-Methyl-3-oxo-6-(2,2,3,3,3-pentafluoropropylamino-methyl)-3,4-dihydro-2H-1,4-benzoxazine). Starting materials: C(C)(=O)OCC (ethyl acetate), FC(CN=C1C(OC2=C(N1)C=CC=C2)C)(C(F)(F)F)F (2,2,3,3,3,-pentafluoropropylimino-methyl-3,4-dihydro-2H-1,4-benzoxazine), O (water), [BH4-].[Na+] (sodium borohydride). Conditions: time 8 hour. The reactants are BrC=1C=C(OC=2C=NC=NC2)C=CC1 (5(3-Bromophenoxy)pyrimidine), ClC=1C=C(C(=O)N)C=CC1 (3-chlorobenzamide), CC(C)(C)[O-].[Na+] (NaOt-Bu), CC1(C2=C(C(=CC=C2)P(C3=CC=CC=C3)C4=CC=CC=C4)OC5=C(C=CC=C51)P(C6=CC=CC=C6)C7=CC=CC=C7)C (Xantphos). Reagents/catalysts: CC(=O)[O-].CC(=O)[O-].[Pd+2] (Pd(OAc)2). Solvent: C1(=CC=CC=C1)C (toluene), C(Cl)Cl (CH2Cl2). Run at temperature 110 celsius. The product is ClC=1C=C(C(=O)NC2=CC(=CC=C2)OC=2C=NC=NC2)C=CC1 (3-Chloro-N-(3-(pyrimidin-5-yloxy)phenyl)benzamide). The yield is 9.0%. As a reaction SMILES: Br[C:2]1[CH:3]=[C:4]([CH:12]=[CH:13][CH:14]=1)[O:5][C:6]1[CH:7]=[N:8][CH:9]=[N:10][CH:11]=1.[Cl:15][C:16]1[CH:17]=[C:18]([CH:22]=[CH:23][CH:24]=1)[C:19]([NH2:21])=[O:20].CC([O-])(C)C.[Na+].CC1(C)C2C(=C(P(C3C=CC=CC=3)C3C=CC=CC=3)C=CC=2)OC2C(P(C3C=CC=CC=3)C3C=CC=CC=3)=CC=CC1=2>C1(C)C=CC=CC=1.C(Cl)Cl.CC([O-])=O.CC([O-])=O.[Pd+2]>[Cl:15][C:16]1[CH:17]=[C:18]([CH:22]=[CH:23][CH:24]=1)[C:19]([NH:21][C:2]1[CH:14]=[CH:13][CH:12]=[C:4]([O:5][C:6]2[CH:7]=[N:8][CH:9]=[N:10][CH:11]=2)[CH:3]=1)=[O:20] |f:2.3,7.8.9|. Procedure: Compound 13 (580 mg, 2.31 mmol, 1.00 eq), 3-chlorobenzamide (539 mg, 3.46 mmol, 1.50 eq), NaOt-Bu (311 mg, 3.24 mmol, 1.40 eq), Pd(OAc)2 (26 mg, 0.12 mmol, 0.050 eq) and Xantphos (134 mg, 0.232 mmol, 0.100 eq) were dissolved in toluene (6 mL) in a flame-dried sealed tube and heated at 110° C. for 18 h. The reaction was cooled to rt, diluted with CH2Cl2 and filtered through a plug of celite. Purification by flash chromatography on silica gel afforded 68 mg (9%) of the title compound as an off whi...